Dataset: the Open Reaction Database (ORD), a public repository of structured organic reaction records. Task: describe an organic reaction: reactants, conditions, products, and yield Reactants: COc1ccc(COc2nn(Cc3ccccc3)cc2CO)cc1OCc1nc(-c2ccco2)oc1C, C1CCOC1. Yields the product COc1ccc(COc2nn(Cc3ccccc3)cc2C=O)cc1OCc1nc(-c2ccco2)oc1C. RXN SMILES: [CH2:1]([c:2]1[cH:3][cH:4][cH:5][cH:6][cH:7]1)[n:8]1[n:9][c:10]([O:15][CH2:16][c:17]2[cH:18][c:19]([O:25][CH2:26][c:27]3[n:28][c:29](-[c:33]4[o:34][cH:35][cH:36][cH:37]4)[o:30][c:31]3[CH3:32])[c:20]([O:23][CH3:24])[cH:21][cH:22]2)[c:11]([CH2:13][OH:14])[cH:12]1.[O:38]1[CH2:39][CH2:40][CH2:41][CH2:42]1>>[CH2:1]([c:2]1[cH:3][cH:4][cH:5][cH:6][cH:7]1)[n:8]1[n:9][c:10]([O:15][CH2:16][c:17]2[cH:18][c:19]([O:25][CH2:26][c:27]3[n:28][c:29](-[c:33]4[o:34][cH:35][cH:36][cH:37]4)[o:30][c:31]3[CH3:32])[c:20]([O:23][CH3:24])[cH:21][cH:22]2)[c:11]([CH:13]=[O:14])[cH:12]1. The reactants are FC1=CC=C(C=C1)C=1N=C2SCCN2C1C1=CC=NC=C1 (6-(4-fluorophenyl)-5-(4-pyridyl)-2,3-dihydroimidazo[2,1-b]thiazole), ClC1=CC(=CC=C1)C(=O)OO (m-chloroperbenzoic acid). Solvent: C(Cl)Cl (methylene chloride), C(Cl)Cl (methylene chloride). Conditions: time 1 hour. Product: FC1=CC=C(C=C1)C=1N=C2S(CCN2C1C1=CC=NC=C1)=O (6-(4-Fluorophenyl)-5-(4-Pyridyl)-2,3-Dihydroimidazo-[2,1-b]Thiazole-1-Oxide). Isolated yield 104.9%. RXN SMILES: [F:1][C:2]1[CH:7]=[CH:6][C:5]([C:8]2[N:9]=[C:10]3[N:14]([C:15]=2[C:16]2[CH:21]=[CH:20][N:19]=[CH:18][CH:17]=2)[CH2:13][CH2:12][S:11]3)=[CH:4][CH:3]=1.ClC1C=CC=C(C(OO)=[O:30])C=1>C(Cl)Cl>[F:1][C:2]1[CH:7]=[CH:6][C:5]([C:8]2[N:9]=[C:10]3[N:14]([C:15]=2[C:16]2[CH:21]=[CH:20][N:19]=[CH:18][CH:17]=2)[CH2:13][CH2:12][S:11]3=[O:30])=[CH:4][CH:3]=1. Procedure details: To 1.9 g of 6-(4-fluorophenyl)-5-(4-pyridyl)-2,3-dihydroimidazo[2,1-b]thiazole in 25 ml of methylene chloride cooled to ice-bath temperature was added 1.36 g of m-chloroperbenzoic acid. Stirring was continued for 1 hour then the solution was diluted with methylene chloride and washed with a 1:1 mixture of 5% sodium carbonate and brine. Treating with magnesium sulfate, filtering and stripping gave 2.1 g of the title product which was triturated with ether, filtered and dried to give 1.8 g, m.p.22... Reactants: COC=1C=C(C=NC1)N1C[C@H]2CCN(C[C@@H]12)C(=O)OC(C)(C)C (tert-butyl (1S,6R)-8-(5-methoxy-3-pyridinyl)-3,8-diazabicyclo[4.2.0]octane-3-carboxylate), FC(C(=O)O)(F)F (trifluoroacetic acid). Product: COC=1C=C(C=NC1)N1C[C@H]2CCNC[C@@H]12 ((1S,6R)-8-(5-methoxy-3-pyridinyl)-3,8-diazabicyclo[4.2.0]octane). The yield is 91.2%. Reaction SMILES: [CH3:1][O:2][C:3]1[CH:4]=[C:5]([N:9]2[C@H:16]3[C@H:11]([CH2:12][CH2:13][N:14](C(OC(C)(C)C)=O)[CH2:15]3)[CH2:10]2)[CH:6]=[N:7][CH:8]=1.FC(F)(F)C(O)=O>>[CH3:1][O:2][C:3]1[CH:4]=[C:5]([N:9]2[C@H:16]3[C@H:11]([CH2:12][CH2:13][NH:14][CH2:15]3)[CH2:10]2)[CH:6]=[N:7][CH:8]=1. Procedure details: The product of Example 88A (0.540 g, 1.70 mmol) and trifluoroacetic acid were processed according to the procedure described in Example 64C to provide the title compound (0.340 g, 1.55 mmol, 91% yield). The reactants are [Al+3], C1CCOC1, COc1ccc(F)cc1C(C)(C)CC(O)(Cc1ccc(C=O)cc1Cl)C(F)(F)F, [H-], [H-], [H-], [H-], [Li+]. The product is COc1ccc(F)cc1C(C)(C)CC(O)(Cc1ccc(CO)cc1Cl)C(F)(F)F. As a reaction SMILES: [Al+3:31].[CH2:36]1[O:37][CH2:38][CH2:39][CH2:40]1.[Cl:1][c:2]1[cH:3][c:4]([CH:5]=[O:6])[cH:7][cH:8][c:9]1[CH2:10][C:11]([CH2:12][C:13]([CH3:14])([CH3:15])[c:16]1[c:17]([O:23][CH3:24])[cH:18][cH:19][c:20]([F:22])[cH:21]1)([C:25]([F:26])([F:27])[F:28])[OH:29].[H-:30].[H-:33].[H-:34].[H-:35].[Li+:32]>>[Cl:1][c:2]1[cH:3][c:4]([CH2:5][OH:6])[cH:7][cH:8][c:9]1[CH2:10][C:11]([CH2:12][C:13]([CH3:14])([CH3:15])[c:16]1[c:17]([O:23][CH3:24])[cH:18][cH:19][c:20]([F:22])[cH:21]1)([C:25]([F:26])([F:27])[F:28])[OH:29].